describe an organic reaction: reactants, conditions, products, and yield From a dataset of the Open Reaction Database (ORD), a public repository of structured organic reaction records. Yields the product NC1=C(C(=O)NNC(=O)OC)C=C(C=C1C)Cl (N-(2-amino-5-chloro-3-methylbenzoyl)-N′-methoxycarbonylhydrazine). Yield: 60.2%. The reactants are ClC1=CC2=C(NC(OC2=O)=O)C(=C1)C (6-chloro-8-methyl-1H-benzo[d]-1,3-oxazine-2,4-dione), C(NN)(=O)OC (methyl carbazate), CO (methanol). The solvent is O (water). Reported procedure: A mixture of 1.05 g of 6-chloro-8-methyl-1H-benzo[d]-1,3-oxazine-2,4-dione, 0.46 g of methyl carbazate and 20 ml of methanol was heated to reflux for 3 hours. After the reaction mixture was allowed to cool to around room temperature, water was poured thereto and the mixture was extracted with ethyl acetate three times. The resulting organic layer was concentrated under reduced pressure, and the residue was washed with toluene to obtain 0.77 g of N-(2-amino-5-chloro-3-methylbenzoyl)-N′-methoxycar... RXN SMILES: [Cl:1][C:2]1[CH:13]=[C:12]([CH3:14])[C:5]2[NH:6]C(=O)O[C:9](=[O:10])[C:4]=2[CH:3]=1.[C:15]([O:19][CH3:20])(=[O:18])[NH:16][NH2:17].CO>O>[NH2:6][C:5]1[C:12]([CH3:14])=[CH:13][C:2]([Cl:1])=[CH:3][C:4]=1[C:9]([NH:17][NH:16][C:15]([O:19][CH3:20])=[O:18])=[O:10]. Starting materials: C(C)(C)(C)OC(=O)N1C(OC[C@@H]1CN(C1=NC(=NC=C1)C(F)(F)F)CC)(C)C ((S)-4-{[Ethyl-(2-trifluoromethyl-pyrimidin-4-yl)-amino]-methyl}-2,2-dimethyl-oxazolidine-3-carboxylic acid tert-butyl ester), Cl (hydrochloric acid). The solvent is O1CCOCC1 (dioxane). Reaction conditions: temperature 60 celsius, time 3 hour. Product: N[C@H](CO)CN(C1=NC(=NC=C1)C(F)(F)F)CC ((S)-2-Amino-3-[ethyl-(2-trifluoromethyl-pyrimidin-4-yl)-amino]-propan-1-ol). Reaction SMILES: C(OC([N:8]1[C@@H:12]([CH2:13][N:14]([CH2:25][CH3:26])[C:15]2[CH:20]=[CH:19][N:18]=[C:17]([C:21]([F:24])([F:23])[F:22])[N:16]=2)[CH2:11][O:10]C1(C)C)=O)(C)(C)C.Cl>O1CCOCC1>[NH2:8][C@@H:12]([CH2:13][N:14]([CH2:25][CH3:26])[C:15]1[CH:20]=[CH:19][N:18]=[C:17]([C:21]([F:24])([F:23])[F:22])[N:16]=1)[CH2:11][OH:10]. Reported procedure: (S)-4-{[Ethyl-(2-trifluoromethyl-pyrimidin-4-yl)-amino]-methyl}-2,2-dimethyl-oxazolidine-3-carboxylic acid tert-butyl ester (0.339 g, 0.84 mmol) was dissolved in dioxane (6 ml), aqueous hydrochloric acid (4N, 6 ml) was added and the mixture was stirred at 60° C. for 3 hours. The solvent was evaporated and the residue was dissolved in dichloromethane. A solution of ammonia in methanol (2N, 2 ml) was added and the mixture was evaporated over Isolute® Flash-NH2 silicagel. Chromatography (column: Is...